From a dataset of the Open Reaction Database (ORD), a public repository of structured organic reaction records. describe an organic reaction: reactants, conditions, products, and yield As a reaction SMILES: [CH3:1][O:2][C:3](=[O:23])[CH:4]([O:20][CH2:21][CH3:22])[CH2:5][C:6]1[CH:11]=[CH:10][C:9]([O:12]CC2C=CC=CC=2)=[CH:8][CH:7]=1.COC(=O)C(OC)CC1C=CC=C(O)C=1>>[CH3:1][O:2][C:3](=[O:23])[CH:4]([O:20][CH2:21][CH3:22])[CH2:5][C:6]1[CH:11]=[CH:10][C:9]([OH:12])=[CH:8][CH:7]=1. Yields the product COC(C(CC1=CC=C(C=C1)O)OCC)=O (2-ethoxy-3-(4-hydroxy-phenyl)-propionic acid methyl ester). Reported procedure: The title compound was prepared from 3-(4-benzyloxy-phenyl)-2-ethoxy-propionic acid methyl ester (example 375, Step 3) via the same procedure used for the preparation of 3-(3-hydroxy-phenyl)-2-methoxy-propionic acid methyl ester (Example 291, Step 4) to produce a yellow oil. MS (ES) for C12H16O4 [M+H]+: 225.2, [M+NH4]+: 242.2, [M+Na]+: 247.2. The reactants are COC(C(CC1=CC=C(C=C1)OCC1=CC=CC=C1)OCC)=O (3-(4-benzyloxy-phenyl)-2-ethoxy-propionic acid methyl ester), COC(C(CC1=CC(=CC=C1)O)OC)=O (3-(3-hydroxy-phenyl)-2-methoxy-propionic acid methyl ester). Starting materials: BrC1=C2C(C(N(C2=CC=C1)CC(=O)OCC)=O)(CO)C=1C(=CC2=C(CCO2)C1)O (ethyl [4-bromo-3-(6-hydroxy-2,3-dihydro-1-benzofuran-5-yl)-3-(hydroxymethyl)-2-oxo-2,3-dihydro-1H-indol-1-yl]acetate), ClC1=C2C(C(N(C2=C(C=C1)Cl)CCCCC)=O)(CO)C1=CC2=C(OCO2)C=C1O (4,7-dichloro-3-(6-hydroxy-1,3-benzodioxol-5-yl)-3-(hydroxymethyl)-1-pentyl-1,3-dihydro-2H-indol-2-one). The product is BrC1=C2C3(C(N(C2=CC=C1)CC(=O)OCC)=O)C1=C(OC3)C=C3OCCC3=C1 (ethyl (4′-bromo-2′-oxo-5,6-dihydrospiro[benzo[1,2-b:5,4-b′]difuran-3,3′-indol]-1′(2′H)-yl)acetate). RXN SMILES: [Br:1][C:2]1[CH:10]=[CH:9][CH:8]=[C:7]2[C:3]=1[C:4]([C:20]1[C:21](O)=[CH:22][C:23]3[O:27][CH2:26][CH2:25][C:24]=3[CH:28]=1)([CH2:18][OH:19])[C:5](=[O:17])[N:6]2[CH2:11][C:12]([O:14][CH2:15][CH3:16])=[O:13].ClC1C=CC(Cl)=C2C=1C(C1C(O)=CC3OCOC=3C=1)(CO)C(=O)N2CCCCC>>[Br:1][C:2]1[CH:10]=[CH:9][CH:8]=[C:7]2[C:3]=1[C:4]1([CH2:18][O:19][C:21]3[CH:22]=[C:23]4[C:24](=[CH:28][C:20]1=3)[CH2:25][CH2:26][O:27]4)[C:5](=[O:17])[N:6]2[CH2:11][C:12]([O:14][CH2:15][CH3:16])=[O:13]. Reported procedure: Following the procedure as described in EXAMPLE 1.22, and making non-critical variations using ethyl [4-bromo-3-(6-hydroxy-2,3-dihydro-1-benzofuran-5-yl)-3-(hydroxymethyl)-2-oxo-2,3-dihydro-1H-indol-1-yl]acetate to replace 4,7-dichloro-3-(6-hydroxy-1,3-benzodioxol-5-yl)-3-(hydroxymethyl)-1-pentyl-1,3-dihydro-2H-indol-2-one, the title compound was obtained (41%) as a colorless solid: MS (ES+) m/z 445.5 (M+1). The reactants are [K+].[Br-] (KBr), ClC=1C=C(C=CC1)C(CNC(CC1=CC2=C(OC(O2)(C(=O)O)C(=O)O)C=C1)C)O (5-{2-[2-(3-chloro-phenyl)-2-hydroxy-ethylamino]-propyl}-benzo[1,3]dioxole-2,2-dicarboxylic acid), CC(CCO)C (3-methylbutanol), Cl (HCl). Solvent: C(Cl)(Cl)Cl (CHCl3). The product is CC(CCOC(=O)C1(OC2=C(O1)C=CC(=C2)C[C@@H](C)NC[C@H](O)C2=CC(=CC=C2)Cl)C(=O)OCCC(C)C)C (5-{(2R)-2-[(2R)-2-(3-Chloro-phenyl)-2-hydroxy-ethylamino]-propyl}-benzo[1,3]dioxole-2,2-dicarboxylic acid bis-(3-methylbutyl)ester). RXN SMILES: [Cl:1][C:2]1[CH:3]=[C:4]([CH:8]([OH:29])[CH2:9][NH:10][CH:11]([CH3:28])[CH2:12][C:13]2[CH:27]=[CH:26][C:16]3[O:17][C:18]([C:23]([OH:25])=[O:24])([C:20]([OH:22])=[O:21])[O:19][C:15]=3[CH:14]=2)[CH:5]=[CH:6][CH:7]=1.[CH3:30][CH:31]([CH3:35])[CH2:32][CH2:33]O.Cl.[K+].[Br-]>C(Cl)(Cl)Cl>[CH3:30][CH:31]([CH3:35])[CH2:32][CH2:33][O:24][C:23]([C:18]1([C:20]([O:22][CH2:2][CH2:3][CH:4]([CH3:8])[CH3:5])=[O:21])[O:17][C:16]2[CH:26]=[CH:27][C:13]([CH2:12][C@H:11]([NH:10][CH2:9][C@@H:8]([C:4]3[CH:5]=[CH:6][CH:7]=[C:2]([Cl:1])[CH:3]=3)[OH:29])[CH3:28])=[CH:14][C:15]=2[O:19]1)=[O:25] |f:3.4|. Procedure details: The title compound was prepared from 5-{2-[2-(3-chloro-phenyl)-2-hydroxy-ethylamino]-propyl}-benzo[1,3]dioxole-2,2-dicarboxylic acid and 3-methylbutanol accord-ing to the procedure of Example 1 as an off-white foam (HCl salt); 1H NMR (CDCl3) δ 0.90 (d, 12H), 1.35 (d, 2H), 1.55-1.80 (m, 6H), 2.70-2.85 (m, 1H), 3.45-3.55 (m, 3H), 4.30 (t, 4H), 5.45 (bd, 1H), 5.65 (bs, 1H), 6.70-6.80 (m, 1 H), 6.80-6.90 (m, 3H), 7.25-7.35 (m, 3H), 7.43 (s, 1H), 8.74 (bs, 1H), 10.08 (bs, 1H); IR (KBr): 3303 cm-1 (--... Product: C(C1=CC=CC=C1)OC(=O)NC=1C(N(C(=CC1)C(C)C)CC(=O)OC(C)(C)C)=O (3-(Benzyloxycarbonyl)amino-6-isopropyl-1-(tert-butoxycarbonylmethyl)-2-pyridinone). Isolated yield 89.7%. Reported procedure: 3-(Benzyloxycarbonyl)amino-6-isopropyl-2(1 H)-pyridinone (1.10 g, 3.84 mmol), as prepared in the preceding step, was dissolved in anhydrous tetrahydrofuran (30 mL) and cooled to 0° C. under nitrogen. A 1.0 M solution of lithium bis(trimethylsilyl)amide in hexanes (4.2 mL, 4.2 mmol) was added via syringe and the reaction stirred for one hour. tert-Butylbromoacetate (0.70 mL, 4.3 mmol) was then added via syringe and the reaction stirred at ambient temperature for 16 hours. After concentration in v... Starting materials: solution, C[Si](C)(C)[N-][Si](C)(C)C.[Li+] (lithium bis(trimethylsilyl)amide), hexanes, C(C1=CC=CC=C1)OC(=O)NC=1C(NC(=CC1)C(C)C)=O (3-(Benzyloxycarbonyl)amino-6-isopropyl-2(1 H)-pyridinone), C(C)(C)(C)OC(CBr)=O (tert-Butylbromoacetate). Conditions: temperature 0 celsius, time 1 hour. Solvent: O1CCCC1 (tetrahydrofuran). RXN SMILES: [CH2:1]([O:8][C:9]([NH:11][C:12]1[C:13](=[O:21])[NH:14][C:15]([CH:18]([CH3:20])[CH3:19])=[CH:16][CH:17]=1)=[O:10])[C:2]1[CH:7]=[CH:6][CH:5]=[CH:4][CH:3]=1.C[Si]([N-][Si](C)(C)C)(C)C.[Li+].[C:32]([O:36][C:37](=[O:40])[CH2:38]Br)([CH3:35])([CH3:34])[CH3:33]>O1CCCC1>[CH2:1]([O:8][C:9]([NH:11][C:12]1[C:13](=[O:21])[N:14]([CH2:38][C:37]([O:36][C:32]([CH3:35])([CH3:34])[CH3:33])=[O:40])[C:15]([CH:18]([CH3:19])[CH3:20])=[CH:16][CH:17]=1)=[O:10])[C:2]1[CH:3]=[CH:4][CH:5]=[CH:6][CH:7]=1 |f:1.2|. The reactants are COC(=O)c1c(N)cc(Cl)cc1Cl, COc1ccc(C(C)C(=O)O)cc1, CCCCCC, CCOC(C)=O, O=S(Cl)Cl. Product: COC(=O)c1c(Cl)cc(Cl)cc1NC(=O)C(C)c1ccc(OC)cc1. As a reaction SMILES: [CH3:18][O:19][C:20]([c:21]1[c:22]([NH2:29])[cH:23][c:24]([Cl:28])[cH:25][c:26]1[Cl:27])=[O:30].[CH3:1][O:2][c:3]1[cH:4][cH:5][c:6]([CH:9]([C:10](=[O:11])[OH:12])[CH3:13])[cH:7][cH:8]1.[CH3:31][CH2:32][CH2:33][CH2:34][CH2:35][CH3:36].[CH3:37][CH2:38][O:39][C:40]([CH3:41])=[O:42].[S:14]([Cl:15])([Cl:16])=[O:17]>>[CH3:1][O:2][c:3]1[cH:4][cH:5][c:6]([CH:9]([C:10](=[O:12])[NH:29][c:22]2[c:21]([C:20]([O:19][CH3:18])=[O:30])[c:26]([Cl:27])[cH:25][c:24]([Cl:28])[cH:23]2)[CH3:13])[cH:7][cH:8]1.